Dataset: the Open Reaction Database (ORD), a public repository of structured organic reaction records. Task: describe an organic reaction: reactants, conditions, products, and yield Starting materials: C(=O)(O)CCC1=C(OCCCC(=O)O)C=CC=C1CCCCCCOC1=CC(=CC(=C1)C1=CSC=C1)C(N(C)C)=O (4-{2-(2-carboxy-ethyl)-3-[6-(3-dimethylcarbamoyl-5-thiophen-3-yl-phenoxy)-hexyl]-phenoxy}-butyric acid), C(C)OC(=O)CCC1=C(C=CC=C1OCCCC(=O)OCC)CCCCCCOC=1C=C(C(=O)O)C=C(C1)C1=CSC=C1 (3-{6-[2-(2-ethoxycarbonyl-ethyl)-3-(3-ethoxycarbonyl-propoxy)-phenyl]-hexyloxy}-5-thiophen-3-yl-benzoic acid), C1(CCC1)N (cyclobutylamine). Yields the product C(=O)(O)CCC1=C(OCCCC(=O)O)C=CC=C1CCCCCCOC1=CC(=CC(=C1)C1=CSC=C1)C(NC1CCC1)=O (4-{2-(2-Carboxy-ethyl)-3-[6-(3-cyclobutylcarbamoyl-5-thiophen-3-yl-phenoxy)-hexyl]-phenoxy}-butyric acid). As a reaction SMILES: [C:1]([CH2:4][CH2:5][C:6]1[C:18]([CH2:19][CH2:20][CH2:21][CH2:22][CH2:23][CH2:24][O:25][C:26]2[CH:31]=[C:30]([C:32]3[CH:36]=[CH:35][S:34][CH:33]=3)[CH:29]=[C:28]([C:37](=[O:41])[N:38](C)[CH3:39])[CH:27]=2)=[CH:17][CH:16]=[CH:15][C:7]=1[O:8][CH2:9][CH2:10][CH2:11][C:12]([OH:14])=[O:13])([OH:3])=[O:2].C(O[C:45]([CH2:47][CH2:48]C1C(OCCCC(OCC)=O)=CC=CC=1CCCCCCOC1C=C(C=C(C2C=CSC=2)C=1)C(O)=O)=O)C.C1(N)CCC1>>[C:1]([CH2:4][CH2:5][C:6]1[C:18]([CH2:19][CH2:20][CH2:21][CH2:22][CH2:23][CH2:24][O:25][C:26]2[CH:31]=[C:30]([C:32]3[CH:36]=[CH:35][S:34][CH:33]=3)[CH:29]=[C:28]([C:37](=[O:41])[NH:38][CH:39]3[CH2:48][CH2:47][CH2:45]3)[CH:27]=2)=[CH:17][CH:16]=[CH:15][C:7]=1[O:8][CH2:9][CH2:10][CH2:11][C:12]([OH:14])=[O:13])([OH:3])=[O:2]. Procedure details: The title compound was prepared by the same method as 4-{2-(2-carboxy-ethyl)-3-[6-(3-dimethylcarbamoyl-5-thiophen-3-yl-phenoxy)-hexyl]-phenoxy}-butyric acid starting from 3-{6-[2-(2-ethoxycarbonyl-ethyl)-3-(3-ethoxycarbonyl-propoxy)-phenyl]-hexyloxy}-5-thiophen-3-yl-benzoic acid and cyclobutylamine. Reactants: C(=O)(OC(C)(C)C)N[C@H](CNC(=O)N1C[C@@H](CCC1)[C@@H](OCCNC([O-])=O)C1=CC(=CC=C1)Cl)C[C@@H]1COCCC1 (2-((R)—((R)-1-((S)-2-(Boc-amino)-3-((R)-tetrahydro-2H-pyran-3-yl)propylcarbamoyl)piperidin-3-yl)(3-chlorophenyl)methoxy)ethylcarbamate), C(Cl)Cl.C(=O)(C(F)(F)F)O (DCM TFA). Run at time 30 minute. The product is OC(=O)C(F)(F)F.N[C@H](CNC(=O)N1C[C@@H](CCC1)[C@@H](OCCNC(O)=O)C1=CC(=CC=C1)Cl)C[C@@H]1COCCC1 (2-((R)—((R)-1-((S)-2-amino-3-((R)-tetrahydro-2H-pyran-3-yl)propylcarbamoyl)piperidin-3-yl)(3-chlorophenyl)methoxy)ethylcarbamate TFA salt). Isolated yield 54.0%. RXN SMILES: C([NH:8][C@@H:9]([CH2:35][C@H:36]1[CH2:41][CH2:40][CH2:39][O:38][CH2:37]1)[CH2:10][NH:11][C:12]([N:14]1[CH2:19][CH2:18][CH2:17][C@@H:16]([C@H:20]([C:28]2[CH:33]=[CH:32][CH:31]=[C:30]([Cl:34])[CH:29]=2)[O:21][CH2:22][CH2:23][NH:24][C:25](=[O:27])[O-:26])[CH2:15]1)=[O:13])(OC(C)(C)C)=O.C(Cl)Cl.[C:45]([OH:51])([C:47]([F:50])([F:49])[F:48])=[O:46]>>[OH:51][C:45]([C:47]([F:50])([F:49])[F:48])=[O:46].[NH2:8][C@@H:9]([CH2:35][C@H:36]1[CH2:41][CH2:40][CH2:39][O:38][CH2:37]1)[CH2:10][NH:11][C:12]([N:14]1[CH2:19][CH2:18][CH2:17][C@@H:16]([C@H:20]([C:28]2[CH:33]=[CH:32][CH:31]=[C:30]([Cl:34])[CH:29]=2)[O:21][CH2:22][CH2:23][NH:24][C:25](=[O:26])[OH:27])[CH2:15]1)=[O:13] |f:1.2,3.4|. Procedure: The 2-((R)—((R)-1-((S)-2-(Boc-amino)-3-((R)-tetrahydro-2H-pyran-3-yl)propylcarbamoyl)piperidin-3-yl)(3-chlorophenyl)methoxy)ethylcarbamate (5 mg, 0.008 mmol) was dissolved in DCM/TFA (3/1 mL). The solution was stirred for 30 min and concentrated. The crude mixture was purified on preparative HPLC to afford 2-((R)—((R)-1-((S)-2-amino-3-((R)-tetrahydro-2H-pyran-3-yl)propylcarbamoyl)piperidin-3-yl)(3-chlorophenyl)methoxy)ethylcarbamate TFA salt 2.8 mg, yield 54%. 1H NMR (CD3OD) δ 7.36-7.32 (m, 3H),... The reactants are CC(C)N1CCNCC1, N#Cc1ccc(-c2cnc(Cl)nc2)cc1. Product: CC(C)N1CCN(c2ncc(-c3ccc(C#N)cc3)cn2)CC1. Reaction SMILES: [CH:1]([CH3:2])([CH3:3])[N:4]1[CH2:5][CH2:6][NH:7][CH2:8][CH2:9]1.[Cl:10][c:11]1[n:12][cH:13][c:14](-[c:17]2[cH:18][cH:19][c:20]([C:21]#[N:22])[cH:23][cH:24]2)[cH:15][n:16]1>>[CH:1]([CH3:2])([CH3:3])[N:4]1[CH2:5][CH2:6][N:7]([c:11]2[n:12][cH:13][c:14](-[c:17]3[cH:18][cH:19][c:20]([C:21]#[N:22])[cH:23][cH:24]3)[cH:15][n:16]2)[CH2:8][CH2:9]1. The reactants are C(CCC)[Li] (n-Butyllithium), BrC=1C=NC(=NC1)I (5-Bromo-2-iodopyrimidine), CN1CCC(CC1)=O (1-methylpiperidin-4-one). The solvent is [Cl-].[NH4+] (ammonium chloride), C1(=CC=CC=C1)C (toluene). Reaction conditions: temperature -78 celsius, time 1 hour. Yields the product BrC=1C=NC(=NC1)C1(CCN(CC1)C)O (4-(5-Bromopyrimidin-2-yl)-1-methylpiperidin-4-ol). The yield is 30.4%. Reaction SMILES: [Br:1][C:2]1[CH:3]=[N:4][C:5](I)=[N:6][CH:7]=1.C([Li])CCC.[CH3:14][N:15]1[CH2:20][CH2:19][C:18](=[O:21])[CH2:17][CH2:16]1>C1(C)C=CC=CC=1.[Cl-].[NH4+]>[Br:1][C:2]1[CH:3]=[N:4][C:5]([C:18]2([OH:21])[CH2:19][CH2:20][N:15]([CH3:14])[CH2:16][CH2:17]2)=[N:6][CH:7]=1 |f:4.5|. Procedure: 5-Bromo-2-iodopyrimidine (2 g, 7.02 mmol) was dissolved in dry toluene (30 mL) and cooled to −78° C. under nitrogen. n-Butyllithium (2.5M solution in hexanes, 2.95 mL) was added dropwise, and the reaction mixture was stirred for 30 minutes before dropwise addition of 1-methylpiperidin-4-one (0.9 mL, 0.01 mol). The reaction mixture was stirred at −78° C. for 1 h. The reaction mixture was allowed to warm to room temperature, then diluted with 5% aqueous ammonium chloride solution (50 mL) and extra... As a reaction SMILES: [Cl:22][c:23]1[cH:24][cH:25][c:26]2[c:27]([n:28]1)[n:29][n:30][nH:31]2.[NH2:1][c:2]1[s:3][c:4](-[c:10]2[c:11]([F:21])[cH:12][c:13]([C:17]([CH3:18])([CH3:19])[OH:20])[cH:14][c:15]2[F:16])[cH:5][c:6]1[C:7](=[O:8])[NH2:9]>>[NH:1]([c:2]1[s:3][c:4](-[c:10]2[c:11]([F:21])[cH:12][c:13]([C:17]([CH3:18])([CH3:19])[OH:20])[cH:14][c:15]2[F:16])[cH:5][c:6]1[C:7](=[O:8])[NH2:9])[c:23]1[cH:24][cH:25][c:26]2[c:27]([n:28]1)[n:29][n:30][nH:31]2. Yields the product CC(C)(O)c1cc(F)c(-c2cc(C(N)=O)c(Nc3ccc4[nH]nnc4n3)s2)c(F)c1. Starting materials: Clc1ccc2[nH]nnc2n1, CC(C)(O)c1cc(F)c(-c2cc(C(N)=O)c(N)s2)c(F)c1. Reactants: NC1[C@@H]2N(C(=C(CS2)C2=C(C(C2=O)=O)OCC2=CC=CC=C2)C(=O)OC(C2=CC=CC=C2)C2=CC=CC=C2)C1=O (Diphenylmethyl 7-amino-3-(2-benzyloxy-3,4-dioxo-1-cyclobutenyl)-3-cephem-4-carboxylate), NC=1SC=C(N1)/C(/C(=O)N1N=NN(C1=S)C)=N/OC (1-[2-(2-aminothiazol-4-yl)-(Z)-2-methoxyiminoacetyl]-4-methyltetrazole-5-thione). The solvent is O1CCCC1 (tetrahydrofuran). Product: NC=1SC=C(N1)/C(/C(=O)NC1[C@@H]2N(C(=C(CS2)C2=C(C(C2=O)=O)OCC2=CC=CC=C2)C(=O)OC(C2=CC=CC=C2)C2=CC=CC=C2)C1=O)=N/OC (Diphenylmethyl 7-[2-(2-aminothiazol-4-yl)-(Z)-2-methoxyiminoacetamido]-3-(2-benzyloxy-3,4-dioxo-1-cyclobutenyl)-3-cephem-4-carboxylate). Isolated yield 40.1%. RXN SMILES: [NH2:1][CH:2]1[C:39](=[O:40])[N:4]2[C:5]([C:23]([O:25][CH:26]([C:33]3[CH:38]=[CH:37][CH:36]=[CH:35][CH:34]=3)[C:27]3[CH:32]=[CH:31][CH:30]=[CH:29][CH:28]=3)=[O:24])=[C:6]([C:9]3[C:12](=[O:13])[C:11](=[O:14])[C:10]=3[O:15][CH2:16][C:17]3[CH:22]=[CH:21][CH:20]=[CH:19][CH:18]=3)[CH2:7][S:8][C@H:3]12.[NH2:41][C:42]1[S:43][CH:44]=[C:45](/[C:47](=[N:57]/[O:58][CH3:59])/[C:48](N2C(=S)N(C)N=N2)=[O:49])[N:46]=1>O1CCCC1>[NH2:41][C:42]1[S:43][CH:44]=[C:45](/[C:47](=[N:57]/[O:58][CH3:59])/[C:48]([NH:1][CH:2]2[C:39](=[O:40])[N:4]3[C:5]([C:23]([O:25][CH:26]([C:33]4[CH:38]=[CH:37][CH:36]=[CH:35][CH:34]=4)[C:27]4[CH:28]=[CH:29][CH:30]=[CH:31][CH:32]=4)=[O:24])=[C:6]([C:9]4[C:12](=[O:13])[C:11](=[O:14])[C:10]=4[O:15][CH2:16][C:17]4[CH:18]=[CH:19][CH:20]=[CH:21][CH:22]=4)[CH2:7][S:8][C@H:3]23)=[O:49])[N:46]=1. Procedure: Diphenylmethyl 7-amino-3-(2-benzyloxy-3,4-dioxo-1-cyclobutenyl)-3-cephem-4-carboxylate (544 mg, 0.984 mmol) was acylated with 1-[2-(2-aminothiazol-4-yl)-(Z)-2-methoxyiminoacetyl]-4-methyltetrazole-5-thione (295 mg, 0.984 mmol) in tetrahydrofuran (3 mL), as described in Example 13, to afford the title compound (290 mg, 40% yield) as a yellow solid. Procedure details: A mixture of methyl 4-fluorobenzoate (Lancaster 14154; 500 mg; 3.24 mmol; 1 eq.) and piperidine (Fluka 80640; 828.62 mg; 9.73 mmol; 3 eq.) in DMF (2 mL) was stirred at 50° C. for 16 hours. The reaction mixture was then passed through a short pad of silica and the obtained solution evaporated in vacuo to give a colourless oil. The oil was taken up in THF (15 mL) and lithium hydroxide (388.41 mg; 16.22 mmol; 5 eq.) was added followed by water (15 mL). The reaction mixture was stirred at room tempe... Reaction conditions: temperature 50 celsius, time 16 hour. Reaction SMILES: F[C:2]1[CH:11]=[CH:10][C:5]([C:6]([O:8]C)=[O:7])=[CH:4][CH:3]=1.[NH:12]1[CH2:17][CH2:16][CH2:15][CH2:14][CH2:13]1.[OH-].[Li+].[OH-].[Na+]>CN(C=O)C.C1COCC1.O>[N:12]1([C:2]2[CH:11]=[CH:10][C:5]([C:6]([OH:8])=[O:7])=[CH:4][CH:3]=2)[CH2:17][CH2:16][CH2:15][CH2:14][CH2:13]1 |f:2.3,4.5|. The solvent is O (water), O (water), CN(C)C=O (DMF), C1CCOC1 (THF). Yields the product N1(CCCCC1)C1=CC=C(C(=O)O)C=C1 (4-Piperidin-1-ylbenzoic acid). Starting materials: [OH-].[Li+] (lithium hydroxide), [OH-].[Na+] (NaOH), FC1=CC=C(C(=O)OC)C=C1 (methyl 4-fluorobenzoate), N1CCCCC1 (piperidine). RXN SMILES: [C:17]([CH3:18])([CH3:19])([CH3:20])[c:21]1[cH:22][cH:23][c:24]([CH:27]=[C:28]([C:29](=[O:30])[OH:31])[CH3:32])[cH:25][cH:26]1.[NH2:1][CH2:2][c:3]1[cH:4][c:5]([F:16])[c:6]([NH:11][S:12](=[O:13])(=[O:14])[CH3:15])[c:7]([CH:9]=[CH2:10])[cH:8]1.[O:33]=[CH:34][N:35]([CH3:36])[CH3:37]>>[NH:1]([CH2:2][c:3]1[cH:4][c:5]([F:16])[c:6]([NH:11][S:12](=[O:13])(=[O:14])[CH3:15])[c:7]([CH:9]=[CH2:10])[cH:8]1)[C:29]([C:28](=[CH:27][c:24]1[cH:23][cH:22][c:21]([C:17]([CH3:18])([CH3:19])[CH3:20])[cH:26][cH:25]1)[CH3:32])=[O:30]. Yields the product C=Cc1cc(CNC(=O)C(C)=Cc2ccc(C(C)(C)C)cc2)cc(F)c1NS(C)(=O)=O. Reactants: CC(=Cc1ccc(C(C)(C)C)cc1)C(=O)O, C=Cc1cc(CN)cc(F)c1NS(C)(=O)=O, CN(C)C=O.